This data is from the Open Reaction Database (ORD), a public repository of structured organic reaction records. The task is: describe an organic reaction: reactants, conditions, products, and yield Reactants: CCC(=O)Cl, Cc1ccccc1, O=C1c2c(O)cccc2Cc2cccc(O)c21, c1ccncc1. Yields the product CCC(=O)C1c2cccc(O)c2C(=O)c2c(O)cccc21. RXN SMILES: [C:24]([CH2:25][CH3:26])(=[O:27])[Cl:28].[CH3:29][c:30]1[cH:31][cH:32][cH:33][cH:34][cH:35]1.[OH:1][c:2]1[cH:3][cH:4][cH:5][c:6]2[c:17]1[C:15](=[O:16])[c:14]1[c:8]([cH:9][cH:10][cH:11][c:12]1[OH:13])[CH2:7]2.[cH:18]1[cH:19][cH:20][n:21][cH:22][cH:23]1>>[OH:1][c:2]1[cH:3][cH:4][cH:5][c:6]2[c:17]1[C:15](=[O:16])[c:14]1[c:8]([cH:9][cH:10][cH:11][c:12]1[OH:13])[CH:7]2[C:24]([CH2:25][CH3:26])=[O:27]. The reactants are D4, FC=1C=C(C=CC1C)O (3-fluoro-4-methylphenol), FC1=CC=C(C=O)C=C1 (4-fluorobenzaldehyde). Yields the product FC=1C=C(OC2=CC=C(C=O)C=C2)C=CC1C (4-(3-fluoro-4-methylphenoxy)benzaldehyde). RXN SMILES: [F:1][C:2]1[CH:3]=[C:4]([OH:9])[CH:5]=[CH:6][C:7]=1[CH3:8].F[C:11]1[CH:18]=[CH:17][C:14]([CH:15]=[O:16])=[CH:13][CH:12]=1>>[F:1][C:2]1[CH:3]=[C:4]([CH:5]=[CH:6][C:7]=1[CH3:8])[O:9][C:11]1[CH:18]=[CH:17][C:14]([CH:15]=[O:16])=[CH:13][CH:12]=1. Reported procedure: The title compound was prepared by a procedure similar to that described for D4 starting from 3-fluoro-4-methylphenol and 4-fluorobenzaldehyde Reactants: CC(=O)OC(C)=O, ClCCl, CC(C)(C)c1c(Cl)c(CO[SiH](c2ccccc2)c2ccccc2)cc(-n2cccc2CN)c1Cl, O, c1ccncc1. Product: CC(=O)NCc1cccn1-c1cc(CO[SiH](c2ccccc2)c2ccccc2)c(Cl)c(C(C)(C)C)c1Cl. RXN SMILES: [CH3:41][C:42](=[O:43])[O:44][C:45](=[O:46])[CH3:47].[Cl:49][CH2:50][Cl:51].[NH2:1][CH2:2][c:3]1[n:4](-[c:8]2[c:9]([Cl:34])[c:10]([C:30]([CH3:31])([CH3:32])[CH3:33])[c:11]([Cl:29])[c:12]([CH2:14][O:15][SiH:16]([c:17]3[cH:18][cH:19][cH:20][cH:21][cH:22]3)[c:23]3[cH:24][cH:25][cH:26][cH:27][cH:28]3)[cH:13]2)[cH:5][cH:6][cH:7]1.[OH2:48].[cH:35]1[cH:36][cH:37][n:38][cH:39][cH:40]1>>[NH:1]([CH2:2][c:3]1[n:4](-[c:8]2[c:9]([Cl:34])[c:10]([C:30]([CH3:31])([CH3:32])[CH3:33])[c:11]([Cl:29])[c:12]([CH2:14][O:15][SiH:16]([c:17]3[cH:18][cH:19][cH:20][cH:21][cH:22]3)[c:23]3[cH:24][cH:25][cH:26][cH:27][cH:28]3)[cH:13]2)[cH:5][cH:6][cH:7]1)[C:42]([CH3:41])=[O:43]. Reactants: O.CCOC(=O)C (water EtOAc), CC(CN1CCOCC1)(C)N1C(NC2=C1C=CC(=C2)B2OC(C(O2)(C)C)(C)C)=O (1-(1,1-dimethyl-2-morpholin-4-yl-ethyl)-5-(4,4,5,5-tetramethyl-[1,3,2]dioxaborolan-2-yl)-1,3-dihydro-benzoimidazol-2-one), BrC=C1C2=C(OCC3=C1C=CC=C3)C=C(C=C2)F (11-bromomethylene-3-fluoro-6,11-dihydro-dibenzo[b,e]oxepine), C(=O)([O-])[O-].[Na+].[Na+] (Na2CO3). The reagents and catalysts are C=1C=CC(=CC1)[P](C=2C=CC=CC2)(C=3C=CC=CC3)[Pd]([P](C=4C=CC=CC4)(C=5C=CC=CC5)C=6C=CC=CC6)([P](C=7C=CC=CC7)(C=8C=CC=CC8)C=9C=CC=CC9)[P](C=1C=CC=CC1)(C=1C=CC=CC1)C=1C=CC=CC1 (tetrakistriphenylphosphine Pd). The solvent is O1CCOCC1 (dioxane). Product: CC(CN1CCOCC1)(C)N1C(NC2=C1C=CC(=C2)C=C2C1=C(OCC3=C2C=CC=C3)C=C(C=C1)F)=O (1-(1,1-Dimethyl-2-morpholin-4-yl-ethyl)-5-(3-fluoro-6H-dibenzo[b,e]oxepin-11-ylidenemethyl)-1,3-dihydro-benzoimidazol-2-one). Isolated yield 59.8%. Reaction SMILES: [CH3:1][C:2]([N:11]1[C:15]2[CH:16]=[CH:17][C:18](B3OC(C)(C)C(C)(C)O3)=[CH:19][C:14]=2[NH:13][C:12]1=[O:29])([CH3:10])[CH2:3][N:4]1[CH2:9][CH2:8][O:7][CH2:6][CH2:5]1.Br[CH:31]=[C:32]1[C:38]2[CH:39]=[CH:40][CH:41]=[CH:42][C:37]=2[CH2:36][O:35][C:34]2[CH:43]=[C:44]([F:47])[CH:45]=[CH:46][C:33]1=2.C([O-])([O-])=O.[Na+].[Na+].O.CCOC(C)=O>O1CCOCC1.C1C=CC([P]([Pd]([P](C2C=CC=CC=2)(C2C=CC=CC=2)C2C=CC=CC=2)([P](C2C=CC=CC=2)(C2C=CC=CC=2)C2C=CC=CC=2)[P](C2C=CC=CC=2)(C2C=CC=CC=2)C2C=CC=CC=2)(C2C=CC=CC=2)C2C=CC=CC=2)=CC=1>[CH3:1][C:2]([N:11]1[C:15]2[CH:16]=[CH:17][C:18]([CH:31]=[C:32]3[C:38]4[CH:39]=[CH:40][CH:41]=[CH:42][C:37]=4[CH2:36][O:35][C:34]4[CH:43]=[C:44]([F:47])[CH:45]=[CH:46][C:33]3=4)=[CH:19][C:14]=2[NH:13][C:12]1=[O:29])([CH3:10])[CH2:3][N:4]1[CH2:5][CH2:6][O:7][CH2:8][CH2:9]1 |f:2.3.4,5.6,^1:70,72,91,110|. Reported procedure: Mix 1-(1,1-dimethyl-2-morpholin-4-yl-ethyl)-5-(4,4,5,5-tetramethyl-[1,3,2]dioxaborolan-2-yl)-1,3-dihydro-benzoimidazol-2-one (900 mg of 60% purity, 1.34 mmol), 11-bromomethylene-3-fluoro-6,11-dihydro-dibenzo[b,e]oxepine (E-isomer, 520 mg, 1.7 mmol), 2N Na2CO3 (4 mmol) in dioxane (10 mL). Sparge with nitrogen for 10 min and then add tetrakistriphenylphosphine Pd (0) (98 mg, 0.08 mmol) and heat at 90-100° C. 5 days. Cool the reaction and shake with water/EtOAc. Dry (MgSO4) and concentrate to give ... The reactants are C(C1=CC=CC=C1)N1C=C(C=2CNCCC21)C2=CC=C(C=C2)Cl (1-Benzyl-3-(4-chloro-phenyl)-4,5,6,7-tetrahydro-1H-pyrrolo[3,2-c]pyridine), CC(=O)C (acetone). Product: C(C1=CC=CC=C1)N1C=C(C=2CN(CCC21)C(C)C)C2=CC=C(C=C2)Cl (1-Benzyl-3-(4-chloro-phenyl)-5-isopropyl-4,5,6,7-tetrahydro-1H-pyrrolo[3,2-c]pyridine). As a reaction SMILES: [CH2:1]([N:8]1[C:16]2[CH2:15][CH2:14][NH:13][CH2:12][C:11]=2[C:10]([C:17]2[CH:22]=[CH:21][C:20]([Cl:23])=[CH:19][CH:18]=2)=[CH:9]1)[C:2]1[CH:7]=[CH:6][CH:5]=[CH:4][CH:3]=1.[CH3:24][C:25]([CH3:27])=O>>[CH2:1]([N:8]1[C:16]2[CH2:15][CH2:14][N:13]([CH:25]([CH3:27])[CH3:24])[CH2:12][C:11]=2[C:10]([C:17]2[CH:18]=[CH:19][C:20]([Cl:23])=[CH:21][CH:22]=2)=[CH:9]1)[C:2]1[CH:3]=[CH:4][CH:5]=[CH:6][CH:7]=1. Procedure: The title compound (0.1 g) was prepared from 1-benzyl-3-(4-chloro-phenyl)-4,5,6,7-tetrahydro-1H-pyrrolo[3,2-c]pyridine (Example 25; 0.10 g) and 32 μL of acetone as in Example 35. MS (ESI): exact mass calculated for C23H25ClN2, 364.17. found, m/z 365.2 [M+H]+, 367.2 [M+H]+. 1H NMR (500 MHz, CD3OD): 7.37-7.27 (m, 7H), 7.21-7.17 (m, 3H), 5.15 (d, J=5.2 Hz, 2H), 4.58-4.54 (m, 1H), 4.28-4.25 (m, 1H), 3.78-3.65 (m, 2H), 3.45-3.35 (m, 1H), 3.03-2.85 (m, 2H), 1.42 (t, J=6.6 Hz, 6H).